This data is from the Open Reaction Database (ORD), a public repository of structured organic reaction records. The task is: describe an organic reaction: reactants, conditions, products, and yield Starting materials: CCCC[N+](CCCC)(CCCC)CCCC, ClCCl, CI, CC1=CC(=O)CS(=O)(=O)N1C, [Na+], [OH-], O, O=S(=O)([O-])O. The product is CC1=CC(=O)C(C)S(=O)(=O)N1C. As a reaction SMILES: [CH2:22]([N+:23]([CH2:24][CH2:25][CH2:26][CH3:27])([CH2:28][CH2:29][CH2:30][CH3:31])[CH2:32][CH2:33][CH2:34][CH3:35])[CH2:36][CH2:37][CH3:38].[CH2:39]([Cl:40])[Cl:41].[CH3:14][I:15].[CH3:3][N:4]1[S:5](=[O:12])(=[O:13])[CH2:6][C:7](=[O:11])[CH:8]=[C:9]1[CH3:10].[Na+:2].[OH-:1].[OH2:16].[S:17]([O-:18])([OH:19])(=[O:20])=[O:21]>>[CH3:3][N:4]1[S:5](=[O:12])(=[O:13])[CH:6]([CH3:14])[C:7](=[O:11])[CH:8]=[C:9]1[CH3:10]. Reactants: BrC=1C(=NC=C(N1)Br)N (3,5-dibromopyrazin-2-amine), ClCCl (dichloromethane), ClCCl (dichloromethane), N(=O)OC(C)(C)C (tert-butyl nitrite). Reagents/catalysts: [Ti](Cl)(Cl)(Cl)Cl (titanium tetrachloride). Run at time 1 hour. Product: BrC=1C(=NC=C(N1)Br)Cl (3,5-dibromo-2-chloro-pyrazine). As a reaction SMILES: [Br:1][C:2]1[C:3](N)=[N:4][CH:5]=[C:6]([Br:8])[N:7]=1.N(OC(C)(C)C)=O.[Cl:17]CCl>[Ti](Cl)(Cl)(Cl)Cl>[Br:1][C:2]1[C:3]([Cl:17])=[N:4][CH:5]=[C:6]([Br:8])[N:7]=1. Procedure: To a solution of 3,5-dibromopyrazin-2-amine (1.00 g, 3.95 mmol) in dichloromethane 6.0 ml at 0° C. was added titanium tetrachloride (1 mol/l) in dichloromethane (3.95 mL, 3.95 mmol) then tert-butyl nitrite (1.05 mL, 7.91 mmol) was added dropwise. The reaction was warmed to RT then 1 more equivalent of TiCL4 was added and stirred for 1 h. The reaction was quenched with water and extracted with DCM. The organic layers was dried with sodium sulfate, filtered, and concentrated in vacuum. The crude p... Starting materials: C[O-].[Na+] (sodium methoxide), [N+](=O)([O-])C1=CC(=C(C=C1C=NO)OC)OC (6-Nitroveratraldoxime), C(C1=CC=CC=C1)Cl (benzyl chloride). Run in CN(C=O)C (dimethylformamide). Run at time 4 hour. Yields the product C(C1=CC=CC=C1)ON=CC1=CC(OC)=C(OC)C=C1[N+](=O)[O-] (O-Benzyl-6-nitroveratraldoxime). RXN SMILES: [N+:1]([C:4]1[C:9]([CH:10]=[N:11][OH:12])=[CH:8][C:7]([O:13][CH3:14])=[C:6]([O:15][CH3:16])[CH:5]=1)([O-:3])=[O:2].C[O-].[Na+].[CH2:20](Cl)[C:21]1[CH:26]=[CH:25][CH:24]=[CH:23][CH:22]=1>CN(C)C=O>[CH2:20]([O:12][N:11]=[CH:10][C:9]1[C:4]([N+:1]([O-:3])=[O:2])=[CH:5][C:6]([O:15][CH3:16])=[C:7]([O:13][CH3:14])[CH:8]=1)[C:21]1[CH:26]=[CH:25][CH:24]=[CH:23][CH:22]=1 |f:1.2|. Procedure: 6-Nitroveratraldoxime (113 g, 0.5 mole) was dissolved in 2500 ml of dimethylformamide. To this solution was added sodium methoxide (27 g, 0.5 mole). The suspension was treated with benzyl chloride (63 g, 0.5 mole) and stirring was continued for an additional 4 hr. the orange suspension was diluted with 3 l. of water and the solid was filtered, m.p. 109°-113°, yield: 110 g (78%). A small amount of the material was recrystallized from toluene to give an analytical sample melting at 116°-117°. Reactants: COCCOC, CC(C)(C)[O-], CO, [K+], O, [C-]#[N+]CS(=O)(=O)c1ccc(C)cc1, COc1cc(COc2nn(-c3ccccc3)cc2C=O)ccc1OCc1nc(-c2ccco2)oc1C. Yields the product COc1cc(COc2nn(-c3ccccc3)cc2CC#N)ccc1OCc1nc(-c2ccco2)oc1C. RXN SMILES: [CH2:58]([CH2:59][O:60][CH3:61])[O:62][CH3:63].[CH3:1][C:2]([CH3:3])([O-:4])[CH3:5].[CH3:56][OH:57].[K+:6].[OH2:64].[c:7]1([CH3:8])[cH:9][cH:10][c:11]([S:12](=[O:14])(=[O:15])[CH2:16][N+:17]#[C-:13])[cH:18][cH:19]1.[o:20]1[c:21](-[c:25]2[o:26][c:27]([CH3:55])[c:28]([CH2:30][O:31][c:32]3[c:33]([O:53][CH3:54])[cH:34][c:35]([CH2:36][O:37][c:38]4[n:39][n:40](-[c:45]5[cH:46][cH:47][cH:48][cH:49][cH:50]5)[cH:41][c:42]4[CH:43]=[O:44])[cH:51][cH:52]3)[n:29]2)[cH:22][cH:23][cH:24]1>>[C:16](#[N:17])[CH2:43][c:42]1[c:38]([O:37][CH2:36][c:35]2[cH:34][c:33]([O:53][CH3:54])[c:32]([O:31][CH2:30][c:28]3[c:27]([CH3:55])[o:26][c:25](-[c:21]4[o:20][cH:24][cH:23][cH:22]4)[n:29]3)[cH:52][cH:51]2)[n:39][n:40](-[c:45]2[cH:46][cH:47][cH:48][cH:49][cH:50]2)[cH:41]1. Starting materials: CN, CCO, O=C1c2ccccc2C(=O)N1Cc1noc(-c2ncn3c2C2CCN2C(=O)c2c-3cccc2C(F)(F)F)n1. The product is NCc1noc(-c2ncn3c2C2CCN2C(=O)c2c-3cccc2C(F)(F)F)n1. Reaction SMILES: [CH3:39][NH2:40].[CH3:41][CH2:42][OH:43].[F:1][C:2]([c:3]1[cH:4][cH:5][cH:6][c:7]2[c:8]1[C:9](=[O:36])[N:10]1[CH:11]([c:12]3[n:13]-2[cH:14][n:15][c:16]3-[c:17]2[n:18][c:19]([CH2:22][N:23]3[C:24](=[O:25])[c:26]4[cH:27][cH:28][cH:29][cH:30][c:31]4[C:32]3=[O:33])[n:20][o:21]2)[CH2:34][CH2:35]1)([F:37])[F:38]>>[F:1][C:2]([c:3]1[cH:4][cH:5][cH:6][c:7]2[c:8]1[C:9](=[O:36])[N:10]1[CH:11]([c:12]3[n:13]-2[cH:14][n:15][c:16]3-[c:17]2[n:18][c:19]([CH2:22][NH2:23])[n:20][o:21]2)[CH2:34][CH2:35]1)([F:37])[F:38]. Yields the product C(CCC#C)[C@H]1[C@@H](C1)OC(=O)N[C@H](C(=O)O)C1CCOCC1 ((S)-2-((((1R,2R)-2-(pent-4-yn-1-yl)cyclopropoxy)carbonyl)amino)-2-(tetrahydro-2H-pyran-4-yl)acetic acid). Run at temperature 50 celsius, time 20 hour. RXN SMILES: [CH2:1]([C@@H:6]1[CH2:8][C@H:7]1[O:9][C:10]([NH:12][C@@H:13]([CH:18]1[CH2:23][CH2:22][O:21][CH2:20][CH2:19]1)[C:14]([O:16]C)=[O:15])=[O:11])[CH2:2][CH2:3][C:4]#[CH:5].O.[OH-].[Li+].OS([O-])(=O)=O.[K+]>C1COCC1.CO>[CH2:1]([C@@H:6]1[CH2:8][C@H:7]1[O:9][C:10]([NH:12][C@@H:13]([CH:18]1[CH2:23][CH2:22][O:21][CH2:20][CH2:19]1)[C:14]([OH:16])=[O:15])=[O:11])[CH2:2][CH2:3][C:4]#[CH:5] |f:1.2.3,4.5|. Procedure details: To a solution of the product from Step 1 (1.88 g, 5.81 mmol) in THF (20 ml) and MeOH (10 mL) was added an aq. 2M solution of lithium hydroxide monohydrate (14.53 ml, 29.1 mmol). The reaction was stirred at 50° C. for 20 hours at which stage TLC indicated no more starting material. The reaction was treated with 10% aq. KHSO4 and extracted with EtOAc. The organic fractions were washed with brine, dried over sodium sulfate, evaporated and dried to provide the desired compound, which was used for th... Reactants: OS(=O)(=O)[O-].[K+] (KHSO4), C(CCC#C)[C@H]1[C@@H](C1)OC(=O)N[C@H](C(=O)OC)C1CCOCC1 ((S)-methyl 2-((((1R,2R)-2-(pent-4-yn-1-yl)cyclopropoxy)carbonyl)amino)-2-(tetrahydro-2H-pyran-4-yl)acetate), solution, O.[OH-].[Li+] (lithium hydroxide monohydrate). Run in C1CCOC1 (THF), CO (MeOH). Reactants: C(=C)N1C(CCC1)=O (N-vinylpyrrolidone), C(C=C)(=O)OCCCCCCCCCCCC (lauryl acrylate). Reaction SMILES: [CH:1]([N:3]1[CH2:7][CH2:6][CH2:5][C:4]1=[O:8])=[CH2:2].[C:9]([O:13][CH2:14][CH2:15][CH2:16][CH2:17][CH2:18][CH2:19][CH2:20][CH2:21][CH2:22][CH2:23][CH2:24][CH3:25])(=[O:12])[CH:10]=[CH2:11]>C1(C)C=CC=CC=1.C(OOC(=O)C1C=CC=CC=1)(=O)C1C=CC=CC=1>[CH:1]([N:3]1[CH2:7][CH2:6][CH2:5][C:4]1=[O:8])=[CH2:2].[C:9]([O:13][CH2:14][CH2:15][CH2:16][CH2:17][CH2:18][CH2:19][CH2:20][CH2:21][CH2:22][CH2:23][CH2:24][CH3:25])(=[O:12])[CH:10]=[CH2:11] |f:4.5|. Reagents/catalysts: C(C1=CC=CC=C1)(=O)OOC(C1=CC=CC=C1)=O (dibenzoyl peroxide). Run in C1(=CC=CC=C1)C (toluene). Procedure: A reaction mixture was prepared by dissolving 22.2 gm (0.2 mol) of N-vinylpyrrolidone and 119.5 gm (0.5 mol) of lauryl acrylate in 330 gm of toluene and adding 2.8 gm of dibenzoyl peroxide as catalyst. The reaction mixture was agitated for 6 hours at 80° C. After the reaction had been completed, the solvent was distilled off and the polymer was washed a few times with methanol. 133 gm (95% of theory) of N-vinylpyrrolidone/lauryl acrylate copolymer (1:2.5) were obtained. Run at temperature 80 celsius, time 6 hour. Yields the product C(=C)N1C(CCC1)=O.C(C=C)(=O)OCCCCCCCCCCCC (N-vinylpyrrolidone lauryl acrylate). Isolated yield 189.2%. Reactants: C(=O)C1CC(C(C(C1)=O)C(CC)=O)=O (5-formyl-2-propionylcyclohexane-1,3-dione), NOS(=O)(=O)O (hydroxylamine-O-sulfonic acid). Solvent: O (water). Reaction conditions: time 8 hour. The product is O=C1CC(CC(C1C(CC)=O)=O)C#N (3,5-dioxo-4-propionylcyclohexanecarbonitrile). Isolated yield 77.0%. As a reaction SMILES: [CH:1]([CH:3]1[CH2:8][C:7](=[O:9])[CH:6]([C:10](=[O:13])[CH2:11][CH3:12])[C:5](=[O:14])[CH2:4]1)=O.[NH2:15]OS(O)(=O)=O>O>[O:14]=[C:5]1[CH:6]([C:10](=[O:13])[CH2:11][CH3:12])[C:7](=[O:9])[CH2:8][CH:3]([C:1]#[N:15])[CH2:4]1. Procedure details: 30.7 g (0.16 mol) of 5-formyl-2-propionylcyclohexane-1,3-dione were introduced into 150 ml of distilled water and, at room temperature, 21.0 g (0.19 mol) of hydroxylamine-O-sulfonic acid were added. The mixture was then stirred at room temperature overnight. The precipitate was filtered off with suction, washed with water and dried. 23.8 g (71% of theory) of 3,5-dioxo-4-propionylcyclohexanecarbonitrile were obtained (melting point 70° to 74° C.). Reactants: NC1=C(N=CNC1=O)NC(C1=C(C=C(C=C1)[N+](=O)[O-])N(C)C)=O (5-amino-4-(2-dimethylamino-4-nitro-benzoylamino)pyrimidin-6-one). Solvent: C(C)(=O)O (acetic acid). The product is CN(C1=C(C=CC(=C1)[N+](=O)[O-])C1=NC2=NC=NC(C2=N1)=O)C (8-(2-Dimethylamino-4-nitro-phenyl)-purin-6-one). As a reaction SMILES: [NH2:1][C:2]1[C:7](=[O:8])[NH:6][CH:5]=[N:4][C:3]=1[NH:9][C:10](=O)[C:11]1[CH:16]=[CH:15][C:14]([N+:17]([O-:19])=[O:18])=[CH:13][C:12]=1[N:20]([CH3:22])[CH3:21]>C(O)(=O)C>[CH3:21][N:20]([CH3:22])[C:12]1[CH:13]=[C:14]([N+:17]([O-:19])=[O:18])[CH:15]=[CH:16][C:11]=1[C:10]1[N:1]=[C:2]2[C:3](=[N:4][CH:5]=[N:6][C:7]2=[O:8])[N:9]=1. Procedure details: One gram of 5-amino-4-(2-dimethylamino-4-nitro-benzoylamino)pyrimidin-6-one is refluxed for two hours in 50 ml of glacial acetic acid. The mixture is evaporated to dryness, and the residue is stirred out with ethanol in the warm. Reactants: ClC1=C(C(=CC(=C1)C(F)(F)F)Cl)N=NC(C(=O)OCC)C(=O)CCl (Ethyl 2-(2,6-dichloro-4-trifluoromethylphenylazo)-4-chloroacetoacetate), C(C)(=O)[O-].[K+] (Potassium acetate). Solvent: C(C)O (ethanol). Run at time 1 hour. Product: C(=O)(OCC)C1=NN(C=C1O)C1=C(C=C(C=C1Cl)C(F)(F)F)Cl (3-carboethoxy-1-(2,6-dichloro-4-trifluoromethylphenyl)-4-hydroxypyrazole). The yield is 70.9%. Reaction SMILES: [Cl:1][C:2]1[CH:7]=[C:6]([C:8]([F:11])([F:10])[F:9])[CH:5]=[C:4]([Cl:12])[C:3]=1[N:13]=[N:14][CH:15]([C:21]([CH2:23]Cl)=[O:22])[C:16]([O:18][CH2:19][CH3:20])=[O:17].C([O-])(=O)C.[K+]>C(O)C>[C:16]([C:15]1[C:21]([OH:22])=[CH:23][N:13]([C:3]2[C:2]([Cl:1])=[CH:7][C:6]([C:8]([F:11])([F:10])[F:9])=[CH:5][C:4]=2[Cl:12])[N:14]=1)([O:18][CH2:19][CH3:20])=[O:17] |f:1.2|. Reported procedure: Ethyl 2-(2,6-dichloro-4-trifluoromethylphenylazo)-4-chloroacetoacetate (52.7 g) was dissolved in ethanol (650 ml) and heated to reflux. Potassium acetate (11.2 g) was added portionwise and the reaction mixture was boiled for 1 hour and allowed to cool, and the solvent was evaporated. The residue was dissolved in dichloromethane (500 ml), washed with water (2×150 ml), dried over magnesium sulfate, filtered and evaporated. The residue was triturated with hexane, filtered and dried to give 3-carboe...